From a dataset of the Open Reaction Database (ORD), a public repository of structured organic reaction records. describe an organic reaction: reactants, conditions, products, and yield Reactants: [H][H] (hydrogen), FC1=C(OC2=CC=NC3=CC(=C(C=C23)OC)OCCCN2CCOCC2)C=CC(=C1)[N+](=O)[O-] (4-(2-fluoro-4-nitro-phenoxy)-6-methoxy-7-(3-morpholin-4-yl propoxy)quinoline), [H][H] (hydrogen). Reagents/catalysts: [Pd] (palladium on carbon). Solvent: C(C)O (ethanol), O (water). Product: FC=1C=C(C=CC1OC1=CC=NC2=CC(=C(C=C12)OC)OCCCN1CCOCC1)N (3-fluoro-4-[6-methoxy-7-(3-morpholin-4-yl-propoxy)-quinolin-4-yloxy]-phenylamine). Yield: 49.8%. As a reaction SMILES: [F:1][C:2]1[CH:30]=[C:29]([N+:31]([O-])=O)[CH:28]=[CH:27][C:3]=1[O:4][C:5]1[C:14]2[C:9](=[CH:10][C:11]([O:17][CH2:18][CH2:19][CH2:20][N:21]3[CH2:26][CH2:25][O:24][CH2:23][CH2:22]3)=[C:12]([O:15][CH3:16])[CH:13]=2)[N:8]=[CH:7][CH:6]=1.[H][H]>[Pd].C(O)C.O>[F:1][C:2]1[CH:30]=[C:29]([NH2:31])[CH:28]=[CH:27][C:3]=1[O:4][C:5]1[C:14]2[C:9](=[CH:10][C:11]([O:17][CH2:18][CH2:19][CH2:20][N:21]3[CH2:26][CH2:25][O:24][CH2:23][CH2:22]3)=[C:12]([O:15][CH3:16])[CH:13]=2)[N:8]=[CH:7][CH:6]=1. Reported procedure: A reactor containing 4-(2-fluoro-4-nitro-phenoxy)-6-methoxy-7-(3-morpholin-4-yl propoxy)quinoline (2.5 kg) and 10 percent palladium on carbon (50 percent water wet, 250 g) in a mixture of ethanol and water containing concentrated hydrochloric acid (1.5 L) was pressurized with hydrogen gas (approximately 40 psi). The mixture was stirred at ambient temperature. When the reaction was complete (typically 2 hours), as evidenced by in process HPLC analysis, the hydrogen was vented and the reactor iner... The reactants are COc1ccc(C=O)cc1-c1ccc2c(ccn2C)c1, CC(N)c1ccccc1. Product: COc1ccc(CNC(C)c2ccccc2)cc1-c1ccc2c(ccn2C)c1. Reaction SMILES: [CH3:1][n:2]1[cH:3][cH:4][c:5]2[cH:6][c:7](-[c:11]3[cH:12][c:13]([CH:14]=[O:15])[cH:16][cH:17][c:18]3[O:19][CH3:20])[cH:8][cH:9][c:10]12.[CH3:21][CH:22]([c:23]1[cH:24][cH:25][cH:26][cH:27][cH:28]1)[NH2:29]>>[CH3:1][n:2]1[cH:3][cH:4][c:5]2[cH:6][c:7](-[c:11]3[cH:12][c:13]([CH2:14][NH:29][CH:22]([CH3:21])[c:23]4[cH:24][cH:25][cH:26][cH:27][cH:28]4)[cH:16][cH:17][c:18]3[O:19][CH3:20])[cH:8][cH:9][c:10]12. The reactants are NCC(=O)O (Glycine), C(CCCCCCCC)(=O)Cl (nonanoyl chloride), [OH-].[Na+] (NaOH). Run in O (water), CCOCC (ether). The product is C(CCCCCCCC)(=O)NCC(=O)O (N-Nonanoyl glycine). Isolated yield 79.5%. RXN SMILES: [NH2:1][CH2:2][C:3]([OH:5])=[O:4].[C:6](Cl)(=[O:15])[CH2:7][CH2:8][CH2:9][CH2:10][CH2:11][CH2:12][CH2:13][CH3:14].[OH-].[Na+]>O.CCOCC>[C:6]([NH:1][CH2:2][C:3]([OH:5])=[O:4])(=[O:15])[CH2:7][CH2:8][CH2:9][CH2:10][CH2:11][CH2:12][CH2:13][CH3:14] |f:2.3|. Reported procedure: Glycine (20 mmol) was reacted with nonanoyl chloride (22 ml) in the presence of NaOH (40 mmol) in a mixture of water and ether as described in Example 1 Part A. The crude crystalline product (4.25 g) was recrystallized from ethyl acetate (40-50 ml) to give the title compound (3.42 g, 79.5%), m.p. 106°-109° C. Reactants: C1=CC=CC2=C1C=C1C=CC=CC2C1=O (5,10-methano-5H-benzocyclononen-12-one), ClCCCCC1(C(CCC2=CC(=CC=C12)OC)=O)C (1-(4-chlorobutyl)-1-methyl-6-methoxy-2-tetralone). The product is COC=1C=CC2=C(CC3CCCCC2(C3=O)C)C1 (6,7,8,9,10,11-Hexahydro-2-Methoxy-5-methyl-5,10-Methano- 5H-Benzocyclononen-12-One). Reaction SMILES: C1C2C=C3C(=O)C(C=2C=CC=1)C=CC=C3.Cl[CH2:17][CH2:18][CH2:19][CH2:20][C:21]1([CH3:34])[C:30]2[C:25](=[CH:26][C:27]([O:31][CH3:32])=[CH:28][CH:29]=2)[CH2:24][CH2:23][C:22]1=[O:33]>>[CH3:32][O:31][C:27]1[CH:28]=[CH:29][C:30]2[C:21]3([CH3:34])[C:22](=[O:33])[CH:23]([CH2:17][CH2:18][CH2:19][CH2:20]3)[CH2:24][C:25]=2[CH:26]=1. Procedure details: Using a procedure analogous to that described in Example X for the preparation of 6,7,8,9,10,11-hexahydro-3-methoxy-5-methyl)- 5,10-methano-5H-benzocyclononen-12-one, there is obtained from 30.5 g. of 1-(4-chlorobutyl)-1-methyl-6-methoxy-2-tetralone 15 g. of the title product, b.p. 140° to 145° C. (0.5 mm.). Reactants: O=C([O-])[O-], CCOC(=O)c1ccc2c(c1)ncn2-c1cccc(CO)c1, NCc1ccc(F)c(F)c1, [K+], [K+], CN(C)C=O. Yields the product CCOC(=O)c1ccc2c(c1)ncn2-c1cccc(CNCc2ccc(F)c(F)c2)c1. As a reaction SMILES: [C:23](=[O:24])([O-:25])[O-:26].[CH2:1]([CH3:2])[O:3][C:4](=[O:5])[c:6]1[cH:7][c:8]2[c:9]([n:10](-[c:13]3[cH:14][c:15]([CH2:19][OH:20])[cH:16][cH:17][cH:18]3)[cH:11][n:12]2)[cH:21][cH:22]1.[F:29][c:30]1[cH:31][c:32]([CH2:33][NH2:34])[cH:35][cH:36][c:37]1[F:38].[K+:27].[K+:28].[O:39]=[CH:40][N:41]([CH3:42])[CH3:43]>>[CH2:1]([CH3:2])[O:3][C:4](=[O:5])[c:6]1[cH:7][c:8]2[c:9]([n:10](-[c:13]3[cH:14][c:15]([CH2:19][NH:34][CH2:33][c:32]4[cH:31][c:30]([F:29])[c:37]([F:38])[cH:36][cH:35]4)[cH:16][cH:17][cH:18]3)[cH:11][n:12]2)[cH:21][cH:22]1. Reactants: CCc1c(C)nc2sc(C(=O)OC(C)(C)C)c(I)c2c1C, COc1ccc(B(O)O)cc1, COCCOC, [K+], [K+], O=C([O-])[O-], O, c1ccc(P(c2ccccc2)(c2ccccc2)[Pd](P(c2ccccc2)(c2ccccc2)c2ccccc2)(P(c2ccccc2)(c2ccccc2)c2ccccc2)P(c2ccccc2)(c2ccccc2)c2ccccc2)cc1. Product: CCc1c(C)nc2sc(C(=O)OC(C)(C)C)c(-c3ccc(OC)cc3)c2c1C. As a reaction SMILES: [CH2:1]([CH3:2])[c:3]1[c:4]([CH3:21])[c:5]2[c:6]([n:7][c:8]1[CH3:9])[s:10][c:11]([C:14](=[O:15])[O:16][C:17]([CH3:18])([CH3:19])[CH3:20])[c:12]2[I:13].[CH3:28][O:29][c:30]1[cH:31][cH:32][c:33]([B:36]([OH:37])[OH:38])[cH:34][cH:35]1.[CH3:39][O:40][CH2:41][CH2:42][O:43][CH3:44].[K+:22].[K+:23].[O-:24][C:25]([O-:26])=[O:27].[OH2:45].[cH:46]1[cH:47][cH:48][c:49]([P:50]([Pd:51]([P:52]([c:53]2[cH:54][cH:55][cH:56][cH:57][cH:58]2)([c:59]2[cH:60][cH:61][cH:62][cH:63][cH:64]2)[c:65]2[cH:66][cH:67][cH:68][cH:69][cH:70]2)([P:71]([c:72]2[cH:73][cH:74][cH:75][cH:76][cH:77]2)([c:78]2[cH:79][cH:80][cH:81][cH:82][cH:83]2)[c:84]2[cH:85][cH:86][cH:87][cH:88][cH:89]2)[P:90]([c:91]2[cH:92][cH:93][cH:94][cH:95][cH:96]2)([c:97]2[cH:98][cH:99][cH:100][cH:101][cH:102]2)[c:103]2[cH:104][cH:105][cH:106][cH:107][cH:108]2)([c:109]2[cH:110][cH:111][cH:112][cH:113][cH:114]2)[c:115]2[cH:116][cH:117][cH:118][cH:119][cH:120]2)[cH:121][cH:122]1>>[CH2:1]([CH3:2])[c:3]1[c:4]([CH3:21])[c:5]2[c:6]([n:7][c:8]1[CH3:9])[s:10][c:11]([C:14](=[O:15])[O:16][C:17]([CH3:18])([CH3:19])[CH3:20])[c:12]2-[c:33]1[cH:32][cH:31][c:30]([O:29][CH3:28])[cH:35][cH:34]1. The reactants are BrC=1C=C2C(=C(C=NC2=CC1)C(C)=O)NC1=CC=C(C=C1)CN(C)C (1-(6-bromo-4-(4-((dimethylamino)methyl)phenylamino)quinolin-3-yl)ethanone), ClC1=C(C(=CC(=C1)B1OC(C(O1)(C)C)(C)C)Cl)O (2,6-dichloro-4-(4,4,5,5-tetramethyl-1,3,2-dioxaborolan-2-yl)phenol). Run in ClCCl.CO (dichloromethane methanol). Yields the product ClC=1C=C(C=C(C1O)Cl)C=1C=C2C(=C(C=NC2=CC1)C(C)=O)NC1=CC=C(C=C1)CN(C)C (1-(6-(3,5-dichloro-4-hydroxyphenyl)-4-(4-((dimethylamino)methyl)phenylamino)quinolin-3-yl)ethanone). Yield: 122.7%. As a reaction SMILES: Br[C:2]1[CH:3]=[C:4]2[C:9](=[CH:10][CH:11]=1)[N:8]=[CH:7][C:6]([C:12](=[O:14])[CH3:13])=[C:5]2[NH:15][C:16]1[CH:21]=[CH:20][C:19]([CH2:22][N:23]([CH3:25])[CH3:24])=[CH:18][CH:17]=1.[Cl:26][C:27]1[CH:32]=[C:31](B2OC(C)(C)C(C)(C)O2)[CH:30]=[C:29]([Cl:42])[C:28]=1[OH:43]>ClCCl.CO>[Cl:26][C:27]1[CH:32]=[C:31]([C:2]2[CH:3]=[C:4]3[C:9](=[CH:10][CH:11]=2)[N:8]=[CH:7][C:6]([C:12](=[O:14])[CH3:13])=[C:5]3[NH:15][C:16]2[CH:21]=[CH:20][C:19]([CH2:22][N:23]([CH3:24])[CH3:25])=[CH:18][CH:17]=2)[CH:30]=[C:29]([Cl:42])[C:28]=1[OH:43] |f:2.3|. Reported procedure: Following general procedure F, 1-(6-bromo-4-(4-((dimethylamino)methyl)phenylamino)quinolin-3-yl)ethanone (2.0 g, 5.09 mmol) was reacted with 2,6-dichloro-4-(4,4,5,5-tetramethyl-1,3,2-dioxaborolan-2-yl)phenol (2.2 g, 7.6 mmol) to obtain the free base. The purified product was suspended in dichloromethane/methanol (1:1, 40 mL) and HBr gas was bubbled through the suspension until a solution formed. The solution was concentrated to dryness and the resultant solid was triturated with diethyl ether. T... The reactants are FC(S(=O)(=O)OS(=O)(=O)C(F)(F)F)(F)F (Trifluoromethanesulfonic anhydride), ice, OC=1C=CC2=C(C=C(O2)C=2SC=C(N2)C(C)(C)C)C1 (2-(5-hydroxy-benzofuran-2-yl)-4-tert-butylthiazole), N,N-dimethylaminopyridine, N1=C(C=CC=C1C)C (2,6-lutidine). Solvent: ClCCl (dichloromethane). Reaction conditions: time 2 hour. Product: FC(S(=O)(=O)OC=1C=CC2=C(C=C(O2)C=2SC=C(N2)C(C)(C)C)C1)(F)F (2-(4-tert-butylthiazol-2-yl)-benzofuran-5-yl trifluoromethanesulfonate). As a reaction SMILES: FC(F)(F)S([O:6][S:7]([C:10]([F:13])([F:12])[F:11])(=[O:9])=[O:8])(=O)=O.O[C:17]1[CH:18]=[CH:19][C:20]2[O:24][C:23]([C:25]3[S:26][CH:27]=[C:28]([C:30]([CH3:33])([CH3:32])[CH3:31])[N:29]=3)=[CH:22][C:21]=2[CH:34]=1.N1C(C)=CC=CC=1C>ClCCl>[F:13][C:10]([F:11])([F:12])[S:7]([O:6][C:17]1[CH:18]=[CH:19][C:20]2[O:24][C:23]([C:25]3[S:26][CH:27]=[C:28]([C:30]([CH3:32])([CH3:31])[CH3:33])[N:29]=3)=[CH:22][C:21]=2[CH:34]=1)(=[O:8])=[O:9]. Procedure details: Trifluoromethanesulfonic anhydride (0.74 ml) was added dropwise to an ice-cooled mixture of 2-(5-hydroxy-benzofuran-2-yl)-4-tert-butylthiazole (1.0 g), N,N-dimethylaminopyridine (67 mg) and 2,6-lutidine (0.52 ml, 4.39 mmol) in dry dichloromethane (10 ml) below 10° C. After being stirred at room temperature for 2 hours, the reaction mixture was washed with diluted hydrochloric acid, then dried over magnesium sulfate and evaporated under reduced pressure. The residue was purified by column chromat... Reactants: O=Cc1cccc2c1OCO2, CC(=O)O, CO, Nc1n[nH]c2ncnc(Nc3cccc(Cl)c3)c12. Yields the product Clc1cccc(Nc2ncnc3[nH]nc(NCc4cccc5c4OCO5)c23)c1. RXN SMILES: [CH2:23]1[O:24][c:25]2[c:26]([CH:27]=[O:28])[cH:29][cH:30][cH:31][c:32]2[O:33]1.[CH3:19][C:20](=[O:21])[OH:22].[CH3:34][OH:35].[NH2:1][c:2]1[n:3][nH:4][c:5]2[n:6][cH:7][n:8][c:9]([NH:11][c:12]3[cH:13][c:14]([Cl:18])[cH:15][cH:16][cH:17]3)[c:10]12>>[NH:1]([c:2]1[n:3][nH:4][c:5]2[n:6][cH:7][n:8][c:9]([NH:11][c:12]3[cH:13][c:14]([Cl:18])[cH:15][cH:16][cH:17]3)[c:10]12)[CH2:27][c:26]1[c:25]2[c:32]([cH:31][cH:30][cH:29]1)[O:33][CH2:23][O:24]2. Starting materials: S(=O)(=O)(O)[O-].[K+] (potassium hydrogensulfate), CN(C(=O)C1N(C2=CC=C(C=C2C1(O)C1=C(C=CC=C1)F)Br)S(=O)(=O)C1=CC(=C(C=C1)OC)OC)CC(=O)OC (N-methyl-N-methoxycarbonylmethyl-5-bromo-3-(2-fluorophenyl)-1-(3,4-dimethoxyphenylsulfonyl)-3-hydroxy-2indolinecarboxamide), O (water), [OH-].[Na+] (sodium hydroxide), O (Water). Reagents/catalysts: [OH-].[Na+] (sodium hydroxide). The solvent is CO (MeOH). Conditions: time 24 hour. Product: CN(C(=O)C1N(C2=CC=C(C=C2C1(O)C1=C(C=CC=C1)F)Br)S(=O)(=O)C1=CC(=C(C=C1)OC)OC)CC(=O)O (N-Methyl-N-carboxymethyl-5-bromo-3-(2-fluorophenyl)-1-(3,4-dimethoxyphenylsulfonyl)-3-hydroxy-2-indolinecarboxamide). RXN SMILES: [CH3:1][N:2]([CH2:36][C:37]([O:39]C)=[O:38])[C:3]([CH:5]1[C:13]([C:15]2[CH:20]=[CH:19][CH:18]=[CH:17][C:16]=2[F:21])([OH:14])[C:12]2[C:7](=[CH:8][CH:9]=[C:10]([Br:22])[CH:11]=2)[N:6]1[S:23]([C:26]1[CH:31]=[CH:30][C:29]([O:32][CH3:33])=[C:28]([O:34][CH3:35])[CH:27]=1)(=[O:25])=[O:24])=[O:4].O.[OH-].[Na+].S([O-])(O)(=O)=O.[K+]>CO.[OH-].[Na+]>[CH3:1][N:2]([CH2:36][C:37]([OH:39])=[O:38])[C:3]([CH:5]1[C:13]([C:15]2[CH:20]=[CH:19][CH:18]=[CH:17][C:16]=2[F:21])([OH:14])[C:12]2[C:7](=[CH:8][CH:9]=[C:10]([Br:22])[CH:11]=2)[N:6]1[S:23]([C:26]1[CH:31]=[CH:30][C:29]([O:32][CH3:33])=[C:28]([O:34][CH3:35])[CH:27]=1)(=[O:24])=[O:25])=[O:4] |f:2.3,4.5,7.8|. Procedure details: 200 mg of the compound prepared in Example 1a are dissolved in 3 ml of MeOH and 1 ml of water containing 13 mg of sodium hydroxide. After stirring for 24 hours at RT, one drop of concentrated sodium hydroxide solution is added to bring the reaction to an end and then, after 15 minutes, the mixture is acidified to pH 3 by addition of a potassium hydrogensulfate solution. Water is added, the mixture is extracted with AcOEt and the extract is washed with water and dried over magnesium sulfate and t...